Dataset: the Open Reaction Database (ORD), a public repository of structured organic reaction records. Task: describe an organic reaction: reactants, conditions, products, and yield The reactants are [F-].C(CCC)[N+](CCCC)(CCCC)CCCC.O1CCCC1 (tetra-n-butylammonium fluoride tetrahydrofuran), C(C)(C)SC1=C(OC(=C1)[Si](C)(C)C)C(=O)NC1=NN=NN1 (3-isopropylthio-5-trimethylsilyl-N-1H-tetrazol-5-yl-2-furancarboxamide). The solvent is O1CCCC1 (tetrahydrofuran). Run at time 18 hour. Yields the product C(C)(C)SC1=C(OC=C1)C(=O)NC1=NN=NN1 (3-Isopropylthio-N-1H-tetrazol-5-yl-2-furancarboxamide). Reaction SMILES: [F-].C([N+](CCCC)(CCCC)CCCC)CCC.O1CCCC1.[CH:24]([S:27][C:28]1[CH:32]=[C:31]([Si](C)(C)C)[O:30][C:29]=1[C:37]([NH:39][C:40]1[NH:44][N:43]=[N:42][N:41]=1)=[O:38])([CH3:26])[CH3:25]>O1CCCC1>[CH:24]([S:27][C:28]1[CH:32]=[CH:31][O:30][C:29]=1[C:37]([NH:39][C:40]1[NH:44][N:43]=[N:42][N:41]=1)=[O:38])([CH3:26])[CH3:25] |f:0.1.2|. Procedure details: A solution of 5.0 mL (5.0 mmol, 1.1 equiv) of 1.0 M tetra-n-butylammonium fluoride/tetrahydrofuran is added to a room temperature solution of 1.51 g (4.64 mmol) of 3-isopropylthio-5-trimethylsilyl-N-1H-tetrazol-5-yl-2-furancarboxamide in 15 mL of tetrahydrofuran. The resulting mixture is stirred at room temperature for 18 hours and concentrated in vacuo. The residue is suspended in water (100 mL) and acidified with 10% aqueous hydrochloric acid. The precipitate is isolated by vacuum filtration a... The reactants are CN1N=C(C=C1C(F)(F)F)C1=CC=C(S1)C(=O)Cl (5-(1-Methyl-5-trifluoromethyl-1H-pyrazol-3-yl)thiophene-2-carbonyl chloride), ClCCl (dichloromethane), NC=1SC=CN1 (2-aminothiazole), C([O-])(O)=O.[Na+] (sodium bicarbonate), ClCCl (dichloromethane). Run in O (Water). Conditions: time 5 hour. The product is CN1N=C(C=C1C(F)(F)F)C1=CC=C(S1)C(=O)NC=1SC=CN1 (5-(1-methyl-5-trifluoromethyl-1H-pyrazol-3-yl)-N-(2-thiazolyl)thiophene-2-carboxamide). Yield: 55.9%. RXN SMILES: [CH3:1][N:2]1[C:6]([C:7]([F:10])([F:9])[F:8])=[CH:5][C:4]([C:11]2[S:15][C:14]([C:16](Cl)=[O:17])=[CH:13][CH:12]=2)=[N:3]1.ClCCl.[NH2:22][C:23]1[S:24][CH:25]=[CH:26][N:27]=1.C(=O)(O)[O-].[Na+]>O>[CH3:1][N:2]1[C:6]([C:7]([F:10])([F:9])[F:8])=[CH:5][C:4]([C:11]2[S:15][C:14]([C:16]([NH:22][C:23]3[S:24][CH:25]=[CH:26][N:27]=3)=[O:17])=[CH:13][CH:12]=2)=[N:3]1 |f:3.4|. Procedure: 5-(1-Methyl-5-trifluoromethyl-1H-pyrazol-3-yl)thiophene-2-carbonyl chloride (100 mg) and dichloromethane (2 ml) were added to a mixture of 2-aminothiazole (68 mg), saturated sodium bicarbonate aqueous solution (1 ml) and dichloromethane (1 ml), followed by stirring at room temperature for 5 hours. Water was added to the reaction solution, the thus formed product was extracted with ethyl acetate and then the extract was washed with saturated brine. The organic layer was dried over anhydrous magne...